From a dataset of the Open Reaction Database (ORD), a public repository of structured organic reaction records. describe an organic reaction: reactants, conditions, products, and yield The reactants are C(C1=CC=CC=C1)OC1=CC(=C(C(=O)N2[C@@H](CC(C2)=C)CO)C=C1OC)[N+](=O)[O-] ((2S)-N-(4-Benzyloxy-5-methoxy-2-nitrobenzoyl)-2-(hydroxymethyl)-4-methylidenepyrrolidine), Cl[Sn]Cl (SnCl2), CO (methanol), C(Cl)(Cl)Cl.CO (CHCl3 MeOH). The solvent is CCOC(=O)C (EtOAc). Reaction conditions: time 16 hour. The product is NC1=C(C(=O)N2[C@@H](CC(C2)=C)CO)C=C(C(=C1)OCC1=CC=CC=C1)OC ((2S)-N-(2-Amino-4-benzyloxy-5-methoxybenzoyl)-2-(hydroxymethyl)-4-methylidenepyrrolidine). The yield is 62.8%. RXN SMILES: [CH2:1]([O:8][C:9]1[C:24]([O:25][CH3:26])=[CH:23][C:12]([C:13]([N:15]2[CH2:19][C:18](=[CH2:20])[CH2:17][C@H:16]2[CH2:21][OH:22])=[O:14])=[C:11]([N+:27]([O-])=O)[CH:10]=1)[C:2]1[CH:7]=[CH:6][CH:5]=[CH:4][CH:3]=1.Cl[Sn]Cl.CO.C(Cl)(Cl)Cl.CO>CCOC(C)=O>[NH2:27][C:11]1[CH:10]=[C:9]([O:8][CH2:1][C:2]2[CH:3]=[CH:4][CH:5]=[CH:6][CH:7]=2)[C:24]([O:25][CH3:26])=[CH:23][C:12]=1[C:13]([N:15]1[CH2:19][C:18](=[CH2:20])[CH2:17][C@H:16]1[CH2:21][OH:22])=[O:14] |f:3.4|. Procedure details: The nitro-alcohol 17 (0.637 g, 1.60 mmol), SnCl2 2H2O (1.81 g, 8.0 mmol) and methanol (36 mL) were heated at reflux and monitored by TLC (90% CHCl3/MeOH). After 1 hour the MeOH was evaporated in vacuo and the resulting residue cooled (ice), and treated carefully with saturated NaHCO3 (120 mL). The mixture was diluted with EtOAc (120 mL), and after 16 hours stirring at room temperature the inorganic precipitate was removed by filtration through celite. The organic layer was separated, washed with... Starting materials: ClC=1C=C(C(=NC1)C(=O)N(C1=CC=C(C=C1)SC(F)(F)F)C)S(=O)(=O)CC (5-chloro-3-ethylsulfonyl-N-methyl-N-(4-trifluoromethylsulfanylphenyl)picolinamide), C1(=CC=CC=C1)B(O)O (phenylboronic acid), P(=O)([O-])([O-])[O-].[K+].[K+].[K+] (tripotassium phosphate), C(OC)COC (dimethoxyethane). Reagents/catalysts: C=1C=CC(=CC1)/C=C/C(=O)/C=C/C2=CC=CC=C2.C=1C=CC(=CC1)/C=C/C(=O)/C=C/C2=CC=CC=C2.C=1C=CC(=CC1)/C=C/C(=O)/C=C/C2=CC=CC=C2.[Pd].[Pd] (tris(dibenzylideneacetone)dipalladium(0)). Solvent: O (Water). Conditions: temperature 70 celsius, time 3 hour. Product: C(C)S(=O)(=O)C=1C(=NC=C(C1)C1=CC=CC=C1)C(=O)N(C1=CC=C(C=C1)SC(F)(F)F)C (3-ethylsulfonyl-5-phenyl-N-methyl-N-(4-trifluoromethylsulfanylphenyl)picolinamide). The yield is 40.9%. As a reaction SMILES: Cl[C:2]1[CH:3]=[C:4]([S:23]([CH2:26][CH3:27])(=[O:25])=[O:24])[C:5]([C:8]([N:10]([CH3:22])[C:11]2[CH:16]=[CH:15][C:14]([S:17][C:18]([F:21])([F:20])[F:19])=[CH:13][CH:12]=2)=[O:9])=[N:6][CH:7]=1.[C:28]1(B(O)O)[CH:33]=[CH:32][CH:31]=[CH:30][CH:29]=1.P([O-])([O-])([O-])=O.[K+].[K+].[K+].C(COC)OC>C1C=CC(/C=C/C(/C=C/C2C=CC=CC=2)=O)=CC=1.C1C=CC(/C=C/C(/C=C/C2C=CC=CC=2)=O)=CC=1.C1C=CC(/C=C/C(/C=C/C2C=CC=CC=2)=O)=CC=1.[Pd].[Pd].O>[CH2:26]([S:23]([C:4]1[C:5]([C:8]([N:10]([CH3:22])[C:11]2[CH:16]=[CH:15][C:14]([S:17][C:18]([F:21])([F:20])[F:19])=[CH:13][CH:12]=2)=[O:9])=[N:6][CH:7]=[C:2]([C:28]2[CH:33]=[CH:32][CH:31]=[CH:30][CH:29]=2)[CH:3]=1)(=[O:25])=[O:24])[CH3:27] |f:2.3.4.5,7.8.9.10.11|. Procedure details: A mixture of 250 mg of 5-chloro-3-ethylsulfonyl-N-methyl-N-(4-trifluoromethylsulfanylphenyl)picolinamide (Compound of Present Invention 118), 104 mg of phenylboronic acid, 10 mg of tris(dibenzylideneacetone)dipalladium(0), 25 mg of 2-dicyclohexylphosphino-2′-4′-6′-triisopropylphenyl, 242 mg of tripotassium phosphate and 3 ml of dimethoxyethane was stirred at 70° C. for 3 hours. Water was poured to the reaction mixture, and the mixture was extracted with ethyl acetate. The organic layer was dried...